From a dataset of the Open Reaction Database (ORD), a public repository of structured organic reaction records. describe an organic reaction: reactants, conditions, products, and yield The reactants are O=C([O-])[O-], CCCCI, Cn1c(=O)[nH]c(=O)c2c1ncn2Cc1ccc(C(=O)c2ccc(Cl)cc2)cc1, [K+], [K+], CN(C)C=O, O. Yields the product CCCCn1c(=O)c2c(ncn2Cc2ccc(C(=O)c3ccc(Cl)cc3)cc2)n(C)c1=O. As a reaction SMILES: [C:29](=[O:30])([O-:31])[O-:32].[CH2:35]([CH2:36][CH2:37][CH3:38])[I:39].[CH3:1][n:2]1[c:3](=[O:28])[nH:4][c:5](=[O:27])[c:6]2[n:7]([CH2:11][c:12]3[cH:13][cH:14][c:15]([C:18]([c:19]4[cH:20][cH:21][c:22]([Cl:25])[cH:23][cH:24]4)=[O:26])[cH:16][cH:17]3)[cH:8][n:9][c:10]12.[K+:33].[K+:34].[O:40]=[CH:41][N:42]([CH3:43])[CH3:44].[OH2:45]>>[CH3:1][n:2]1[c:3](=[O:28])[n:4]([CH2:35][CH2:36][CH2:37][CH3:38])[c:5](=[O:27])[c:6]2[n:7]([CH2:11][c:12]3[cH:13][cH:14][c:15]([C:18]([c:19]4[cH:20][cH:21][c:22]([Cl:25])[cH:23][cH:24]4)=[O:26])[cH:16][cH:17]3)[cH:8][n:9][c:10]12. Starting materials: Cc1nc2ccc(Oc3ccccc3)cc2s1, ClC(Cl)(Cl)Cl, CC(C)(C#N)N=NC(C)(C)C#N, O=C1CCC(=O)N1Br. Yields the product BrCc1nc2ccc(Oc3ccccc3)cc2s1. As a reaction SMILES: [CH3:1][c:2]1[s:3][c:4]2[c:5]([n:6]1)[cH:7][cH:8][c:9]([O:11][c:12]1[cH:13][cH:14][cH:15][cH:16][cH:17]1)[cH:10]2.[Cl:38][C:39]([Cl:40])([Cl:41])[Cl:42].[N:26]#[C:27][C:28]([N:29]=[N:30][C:31]([C:32]#[N:33])([CH3:34])[CH3:35])([CH3:36])[CH3:37].[O:18]=[C:19]1[N:20]([Br:25])[C:21](=[O:22])[CH2:23][CH2:24]1>>[CH2:1]([c:2]1[s:3][c:4]2[c:5]([n:6]1)[cH:7][cH:8][c:9]([O:11][c:12]1[cH:13][cH:14][cH:15][cH:16][cH:17]1)[cH:10]2)[Br:25]. Starting materials: C(C)C=1NC(=C(N1)C(=S)OCC)C(=O)OCC (diethyl 2-ethylthioimidazole-4,5-dicarboxylate), OC(C)(C)C=1N=C(NC1C(=S)OCC)C (ethyl 4-(1-hydroxy-1-methylethyl)-2-methylthioimidazole-5-carboxylate), CI (methyl iodide), [Mg] (magnesium), C(C)OCC (diethyl ether). Solvent: C(Cl)Cl (methylene chloride). Conditions: time 30 minute. Yields the product C(C)SC=1NC(=C(N1)C(C)(C)O)C(=O)OCC (Ethyl 2-ethylthio-4-(1-hydroxy-1-methylethyl)imidazole-5-carboxylate). RXN SMILES: CI.[Mg].C(C1NC(C(OCC)=O)=[C:9]([C:11](OCC)=[S:12])N=1)C.[OH:21][C:22]([C:25]1[N:26]=[C:27](C)[NH:28][C:29]=1[C:30]([O:32][CH2:33][CH3:34])=S)([CH3:24])[CH3:23].C([O:38]CC)C>C(Cl)Cl>[CH2:11]([S:12][C:27]1[NH:28][C:29]([C:30]([O:32][CH2:33][CH3:34])=[O:38])=[C:25]([C:22]([OH:21])([CH3:24])[CH3:23])[N:26]=1)[CH3:9]. Reported procedure: 4.20 g of methyl iodide were added dropwise to a mixture of 714 mg of magnesium in 30 ml of diethyl ether, under a nitrogen atmosphere, and the resulting solution was heated under reflux, whilst stirring, for 30 minutes. At the end of this time, a solution of 2.00 g of diethyl 2-ethylthioimidazole-4,5-dicarboxylate [prepared as described in step (i) above] in 20 ml of methylene chloride was added dropwise to the reaction solution, and the mixture was treated in a similar manner to that described... Procedure: A mixture of 3.8 g. of 6-(o-fluorophenyl)-3-hydrazino-1,2,4-triazine and 40 ml. of ethyl orthoformate is refluxed for 4 hours, cooled and poured into hexane. The solid is separated and washed with ethanol, giving the desired product as a yellow solid, m.p. 193°-196° C. The product is FC1=C(C=CC=C1)C=1C=NC=2N(N1)C=NN2 (6-(o-Fluorophenyl)-1,2,4-triazolo[4,3-b]-1,2,4-triazine). Reactants: FC1=C(C=CC=C1)C1=CN=C(N=N1)NN (6-(o-fluorophenyl)-3-hydrazino-1,2,4-triazine), C(OCC)([O-])[O-] (ethyl orthoformate). Reaction SMILES: [F:1][C:2]1[CH:7]=[CH:6][CH:5]=[CH:4][C:3]=1[C:8]1[N:13]=[N:12][C:11]([NH:14][NH2:15])=[N:10][CH:9]=1.[CH:16]([O-])([O-])OCC>CCCCCC>[F:1][C:2]1[CH:7]=[CH:6][CH:5]=[CH:4][C:3]=1[C:8]1[CH:9]=[N:10][C:11]2[N:12]([CH:16]=[N:15][N:14]=2)[N:13]=1. The solvent is CCCCCC (hexane). Reactants: BrC=1C=CC(=C(C1)C(CC(=O)OC)(C(F)F)N[S@@](=O)C(C)(C)C)F (methyl 3-(5-bromo-2-fluorophenyl)-3-((S)-1,1-dimethylethylsulfinamido)-4,4-difluorobutanoate), eluent. Solvent: CCO.CCCCCCC (EtOH n-heptane). Product: BrC=1C=CC(=C(C1)[C@@](CC(=O)OC)(C(F)F)N[S@@](=O)C(C)(C)C)F ((S)-methyl 3-(5-bromo-2-fluorophenyl)-3-((S)-1,1-dimethylethylsulfinamido)-4,4-difluorobutanoate), FC(CCC(=O)[O-])F (4,4-difluorobutanoate). Yield: 43.4%. RXN SMILES: [Br:1][C:2]1[CH:3]=[CH:4][C:5]([F:24])=[C:6]([C:8]([NH:17][S@:18]([C:20]([CH3:23])([CH3:22])[CH3:21])=[O:19])([CH:14]([F:16])[F:15])[CH2:9][C:10]([O:12][CH3:13])=[O:11])[CH:7]=1>CCO.CCCCCCC>[Br:1][C:2]1[CH:3]=[CH:4][C:5]([F:24])=[C:6]([C@:8]([NH:17][S@:18]([C:20]([CH3:22])([CH3:21])[CH3:23])=[O:19])([CH:14]([F:16])[F:15])[CH2:9][C:10]([O:12][CH3:13])=[O:11])[CH:7]=1.[F:15][CH:14]([F:16])[CH2:8][CH2:9][C:10]([O-:12])=[O:11] |f:1.2|. Reported procedure: Chiral separation of methyl 3-(5-bromo-2-fluorophenyl)-3-((S)-1,1-dimethylethylsulfinamido)-4,4-difluorobutanoate (3.8 g, 8.83 mmol) by preparative chiral HPLC on Reprosil Chiral NR column with eluent 5% EtOH/n-heptane to give (S)-methyl 3-(5-bromo-2-fluorophenyl)-3-((S)-1,1-dimethylethylsulfinamido)-4,4-difluorobutanoate (1.55 g, 3.6 mmol, 40.8% yield) as a colourless oil and (R)-methyl 3-(5-bromo-2-fluorophenyl)-3-(S)-1,1-dimethylethylsulfinamido)-4,4-difluorobutanoate (1.65 g, 3.83 mmol, 43.4... The reactants are FC(C1=C(CN2CCC(CC2)C=O)C=CC(=C1)C(F)(F)F)(F)F (1-[2,4-bis(trifluoromethyl)benzyl]piperidine-4-carbaldehyde), O1N=C(C=C1)CNC1=NC(SC1)=O (4-[(isoxazol-3-ylmethyl)amino]thiazol-2(5H)-one), C(C)(=O)[O-].[NH2+]1CCCCC1 (piperidinium acetate). The solvent is CC(C)O (2-propanol). Run at temperature 80 celsius, time 8 hour. Product: FC(C1=C(CN2CCC(CC2)\C=C/2\C(=NC(S2)=O)NCC2=NOC=C2)C=CC(=C1)C(F)(F)F)(F)F ((5Z)-5-({1-[2,4-bis(trifluoromethyl)benzyl]piperidin-4-yl}methylidene)-4-[(isoxazol-3-ylmethyl)amino]-1,3-thiazol-2(5H)-one). Isolated yield 71.9%. Reaction SMILES: [F:1][C:2]([F:23])([F:22])[C:3]1[CH:17]=[C:16]([C:18]([F:21])([F:20])[F:19])[CH:15]=[CH:14][C:4]=1[CH2:5][N:6]1[CH2:11][CH2:10][CH:9]([CH:12]=O)[CH2:8][CH2:7]1.[O:24]1[CH:28]=[CH:27][C:26]([CH2:29][NH:30][C:31]2[CH2:35][S:34][C:33](=[O:36])[N:32]=2)=[N:25]1.C([O-])(=O)C.[NH2+]1CCCCC1>CC(O)C>[F:1][C:2]([F:23])([F:22])[C:3]1[CH:17]=[C:16]([C:18]([F:19])([F:21])[F:20])[CH:15]=[CH:14][C:4]=1[CH2:5][N:6]1[CH2:11][CH2:10][CH:9](/[CH:12]=[C:35]2/[C:31]([NH:30][CH2:29][C:26]3[CH:27]=[CH:28][O:24][N:25]=3)=[N:32][C:33](=[O:36])[S:34]/2)[CH2:8][CH2:7]1 |f:2.3|. Procedure: To a solution of 1-[2,4-bis(trifluoromethyl)benzyl]piperidine-4-carbaldehyde (413 mg) in 2-propanol (5 mL) were added 4-[(isoxazol-3-ylmethyl)amino]thiazol-2(5H)-one (480 mg) and piperidinium acetate (90 mg). The reaction mixture was stirred at 80° C. overnight, and the solvent was evaporated under reduced pressure. The residue was purified by silica gel column chromatography (ethyl acetate/hexane) and recrystallized from ethyl acetate/heptane to give the title compound (454 mg). Reactants: CC=1C(=NC=CC1)C1=NC=CC=C1 (3-methyl-2,2'-bipyridine), C(C)(C)(C)C=1C=C2C=CN=CC2=CC1 (6-tert-butylisoquinoline). Product: CC1=CC(=NC=C1)C1=NC=CC=C1 (4-methyl-2,2'-bipyridine). Reaction SMILES: C[C:2]1[C:3]([C:8]2[CH:13]=[CH:12][CH:11]=[CH:10][N:9]=2)=[N:4][CH:5]=[CH:6][CH:7]=1.[C:14](C1C=C2C(=CC=1)C=NC=C2)(C)(C)C>>[CH3:14][C:12]1[CH:11]=[CH:10][N:9]=[C:8]([C:3]2[CH:2]=[CH:7][CH:6]=[CH:5][N:4]=2)[CH:13]=1. Procedure details: 3-methyl-2,2'-bipyridine; 6-tert-butylisoquinoline; The reactants are FC=1C=NC(=C(C(=O)O)C1)CC1=CC=C(C=C1)F (5-Fluoro-2-(4-fluorobenzyl)nicotinic acid), Cl.N=1NN=NC1C1=CC=C(C=C1)CN (1-[4-(2H-tetrazol-5-yl)phenyl]methanamine hydrochloride). Yields the product FC=1C=NC(=C(C(=O)NCC2=CC=C(C=C2)C=2N=NNN2)C1)CC1=CC=C(C=C1)F (5-FLUORO-2-(4-FLUOROBENZYL)-N-[4-(2H-TETRAZOL-5-YL)BENZYL]NICOTINAMIDE). Reaction SMILES: [F:1][C:2]1[CH:3]=[N:4][C:5]([CH2:11][C:12]2[CH:17]=[CH:16][C:15]([F:18])=[CH:14][CH:13]=2)=[C:6]([CH:10]=1)[C:7]([OH:9])=O.Cl.[N:20]1[NH:21][N:22]=[N:23][C:24]=1[C:25]1[CH:30]=[CH:29][C:28]([CH2:31][NH2:32])=[CH:27][CH:26]=1>>[F:1][C:2]1[CH:3]=[N:4][C:5]([CH2:11][C:12]2[CH:17]=[CH:16][C:15]([F:18])=[CH:14][CH:13]=2)=[C:6]([CH:10]=1)[C:7]([NH:32][CH2:31][C:28]1[CH:27]=[CH:26][C:25]([C:24]2[N:20]=[N:21][NH:22][N:23]=2)=[CH:30][CH:29]=1)=[O:9] |f:1.2|. Reported procedure: The title compound was prepared according to the procedure described in Example 75 from 5-fluoro-2-(4-fluorobenzyl)nicotinic acid (step 3 of Example 58) and 1-[4-(2H-tetrazol-5-yl)phenyl]methanamine hydrochloride: 1H-NMR (DMSO-d6) δ 9.20 (1H, t, J=5.7 Hz), 8.59 (1H, d, J=2.8 Hz), 7.98 (2H, d, J=8.1 Hz), 7.83 (1H, dd, J=8.8, 2.9 Hz), 7.44 (2H, d, J=8.1 Hz), 7.20–7.16 (2H, m), 7.03 (2H, t, J=8.9 Hz), 4.50 (2H, d, J=5.7 Hz), 4.21 (2H, s); MS (ESI) m/z 407 (M+H)+, 405 (M−H)−. Yields the product C=1C=CC(=CC1)C2(C(=O)N=C(N2)O)C=3C=CC=CC3 (Diphenylhydantoin). The solvent is P(=O)([O-])([O-])[O-].[Na+].[Na+].[Na+] (sodium phosphate). The reactants are C=1C=CC(=CC1)C2(C(=O)N=C(N2)O)C=3C=CC=CC3.C1=CC2=C(C=C1O)OC3=CC(=O)C=CC3=N2 (Diphenylhydantoin resorufin), C=1C=CC(=CC1)C2(C(=O)N=C(N2)O)C=3C=CC=CC3.C1=CC2=C(C=C1O)OC3=CC(=O)C=CC3=N2 (diphenylhydantoin resorufin). Reaction SMILES: [CH:1]1[CH:2]=[CH:3][C:4]([C:7]2([C:14]3[CH:15]=[CH:16][CH:17]=[CH:18][CH:19]=3)[NH:12][C:11]([OH:13])=[N:10][C:8]2=[O:9])=[CH:5][CH:6]=1.C1C(O)=CC2OC3C(=NC=2C=1)C=CC(=O)C=3>P([O-])([O-])([O-])=O.[Na+].[Na+].[Na+]>[CH:17]1[CH:16]=[CH:15][C:14]([C:7]2([C:4]3[CH:3]=[CH:2][CH:1]=[CH:6][CH:5]=3)[NH:12][C:11]([OH:13])=[N:10][C:8]2=[O:9])=[CH:19][CH:18]=1 |f:0.1,2.3.4.5|. Procedure: Diphenylhydantoin-resorufin solution (10-6M): diphenylhydantoin-resorufin conjugate of Example 1(i) in 0.1M sodium phosphate buffer (pH 7.8). Reactants: [H-].[Na+] (Sodium hydride), C1(=CC=CC=C1)O (phenol), [Cl-].[NH4+] (ammonium chloride), C(C)(C)(C)OC(=O)N1CCC(CC1)N1N=CC=2C1=NC=NC2Cl (4-(4-chloro-pyrazolo[3,4-d]pyrimidin-1-yl)-piperidine-1-carboxylic acid tert-butyl ester), C(C)(C)(C)OC(=O)N1CCC(CC1)N1N=CC=2C1=NC=NC2Cl (4-(4-chloro-pyrazolo[3,4-d]pyrimidin-1-yl)-piperidine-1-carboxylic acid tert-butyl ester). Solvent: CN(C)C=O (DMF), CN(C=O)C (dimethylformamide). Conditions: time 30 minute. The product is C(C)(C)(C)OC(=O)N1CCC(CC1)N1N=CC=2C1=NC=NC2OC2=CC=CC=C2 (4-(4-phenoxy-pyrazolo[3,4-d]pyrimidin-1-yl)-piperidine-1-carboxylic acid tert-butyl ester). Reaction SMILES: [H-].[Na+].[C:3]1([OH:9])[CH:8]=[CH:7][CH:6]=[CH:5][CH:4]=1.[C:10]([O:14][C:15]([N:17]1[CH2:22][CH2:21][CH:20]([N:23]2[C:27]3=[N:28][CH:29]=[N:30][C:31](Cl)=[C:26]3[CH:25]=[N:24]2)[CH2:19][CH2:18]1)=[O:16])([CH3:13])([CH3:12])[CH3:11].[Cl-].[NH4+]>CN(C=O)C>[C:10]([O:14][C:15]([N:17]1[CH2:18][CH2:19][CH:20]([N:23]2[C:27]3=[N:28][CH:29]=[N:30][C:31]([O:9][C:3]4[CH:8]=[CH:7][CH:6]=[CH:5][CH:4]=4)=[C:26]3[CH:25]=[N:24]2)[CH2:21][CH2:22]1)=[O:16])([CH3:13])([CH3:11])[CH3:12] |f:0.1,4.5|. Procedure details: Sodium hydride [60% dispersion in paraffin; 1.5 equivalents] in DMF was added to a solution of phenol (1 equivalent) in dimethylformamide (0.2 M) at 0° C. under nitrogen. After 30 minutes, 4-(4-chloro-pyrazolo[3,4-d]pyrimidin-1-yl)-piperidine-1-carboxylic acid tert-butyl ester (Intermediate 19; 1 equivalent) was added and the mixture was stirred for 12 h at room temperature. Saturated aqueous ammonium chloride was added and the solution was extracted with ethyl acetate. The combined organic extr...